Dataset: the Open Reaction Database (ORD), a public repository of structured organic reaction records. Task: describe an organic reaction: reactants, conditions, products, and yield Starting materials: COC1=C(CN2CCN(CCN(CCN(CC2)CC(=O)O)CC(=O)O)CC(=O)O)C=C(C=C1)[N+](=O)[O-] (1-(2-methoxy-5-nitrobenzyl)-1,4,7,10-tetraazacyclododecane-4,7,10-triacetic acid). Reagents/catalysts: O=[Pt]=O (PtO2). The solvent is solution. Run at time 1 hour. The product is COC1=C(CN2CCN(CCN(CCN(CC2)CC(=O)O)CC(=O)O)CC(=O)O)C=C(C=C1)N (1-(2-methoxy-5-aminobenzyl)-1,4,7,10-tetraazacyclododecane-4,7,10-triacetic acid). Isolated yield 95.0%. As a reaction SMILES: [CH3:1][O:2][C:3]1[CH:33]=[CH:32][C:31]([N+:34]([O-])=O)=[CH:30][C:4]=1[CH2:5][N:6]1[CH2:17][CH2:16][N:15]([CH2:18][C:19]([OH:21])=[O:20])[CH2:14][CH2:13][N:12]([CH2:22][C:23]([OH:25])=[O:24])[CH2:11][CH2:10][N:9]([CH2:26][C:27]([OH:29])=[O:28])[CH2:8][CH2:7]1>O=[Pt]=O>[CH3:1][O:2][C:3]1[CH:33]=[CH:32][C:31]([NH2:34])=[CH:30][C:4]=1[CH2:5][N:6]1[CH2:7][CH2:8][N:9]([CH2:26][C:27]([OH:29])=[O:28])[CH2:10][CH2:11][N:12]([CH2:22][C:23]([OH:25])=[O:24])[CH2:13][CH2:14][N:15]([CH2:18][C:19]([OH:21])=[O:20])[CH2:16][CH2:17]1. Procedure details: To a nitrogen purged aqueous (50 ml) solution containing 50 mg of PtO2 was added 50 mg of 1-(2-methoxy-5-nitrobenzyl)-1,4,7,10-tetraazacyclododecane-4,7,10-triacetic acid (prepared by the procedure of Example 23). After hydrogenating in a Parr bomb for one hour, the solution was filtered and the aqueous filtrate freeze-dried to give the aniline derivative as a tan solid (95 percent yield), MF>240° C. dec, and further characterized by: The reactants are BrC=1C(=C2C(=NC1)NC=C2NC(COC)=O)N2C[C@@H](CCC2)NC(OC(C)(C)C)=O ((R)-tert-Butyl 1-(5-bromo-3-(2-methoxyacetamido)-1H-pyrrolo[2,3-b]pyridin-4-yl)piperidin-3-ylcarbamate), O1CCOCC1.Cl (HCl dioxane). Reaction SMILES: [Br:1][C:2]1[C:3]([N:17]2[CH2:22][CH2:21][CH2:20][C@@H:19]([NH:23]C(=O)OC(C)(C)C)[CH2:18]2)=[C:4]2[C:10]([NH:11][C:12](=[O:16])[CH2:13][O:14][CH3:15])=[CH:9][NH:8][C:5]2=[N:6][CH:7]=1.O1CCOCC1.[ClH:37]>C(O)(C(F)(F)F)=O.CO>[ClH:37].[NH2:23][C@@H:19]1[CH2:20][CH2:21][CH2:22][N:17]([C:3]2[C:2]([Br:1])=[CH:7][N:6]=[C:5]3[NH:8][CH:9]=[C:10]([NH:11][C:12](=[O:16])[CH2:13][O:14][CH3:15])[C:4]=23)[CH2:18]1 |f:1.2,5.6|. Yield: 55.0%. Procedure details: (R)-tert-Butyl 1-(5-bromo-3-(2-methoxyacetamido)-1H-pyrrolo[2,3-b]pyridin-4-yl)piperidin-3-ylcarbamate was stirred in TFA (3 mL) for 30 minutes, and then the reaction was concentrated to dryness. The residue was purified by C-18 reverse phase flash chromatography (Biotage SP4 unit, C-18 12M column, 0-50% CH3CN/water gradient; 20 CV) to yield a solid. The solid was dissolved in a minimal amount of methanol and was added dropwise to a 4N HCl dioxane solution. The resulting solid was collected, rin... Run in C(=O)(C(F)(F)F)O (TFA), CO (methanol). Yields the product Cl.N[C@H]1CN(CCC1)C1=C2C(=NC=C1Br)NC=C2NC(COC)=O ((R)—N-(4-(3-aminopiperidin-1-yl)-5-bromo-1H-pyrrolo[2,3-b]pyridin-3-yl)-2-methoxyacetamide hydrochloride).